Dataset: the Open Reaction Database (ORD), a public repository of structured organic reaction records. Task: describe an organic reaction: reactants, conditions, products, and yield The reactants are CC(=O)NCCCCC(CC1(C(=O)NC2CCC(C(=O)O)CC2)CCCC1)C(=O)OC(C)(C)C, O=C(O)C(F)(F)F. The product is CC(=O)NCCCCC(CC1(C(=O)NC2CCC(C(=O)O)CC2)CCCC1)C(=O)O. As a reaction SMILES: [C:1]([CH3:2])([CH3:3])([CH3:4])[O:5][C:6]([CH:7]([CH2:8][C:9]1([C:14]([NH:15][CH:16]2[CH2:17][CH2:18][CH:19]([C:22](=[O:23])[OH:24])[CH2:20][CH2:21]2)=[O:25])[CH2:10][CH2:11][CH2:12][CH2:13]1)[CH2:26][CH2:27][CH2:28][CH2:29][NH:30][C:31]([CH3:32])=[O:33])=[O:34].[OH:35][C:36]([C:37]([F:38])([F:39])[F:40])=[O:41]>>[O:5]=[C:6]([CH:7]([CH2:8][C:9]1([C:14]([NH:15][CH:16]2[CH2:17][CH2:18][CH:19]([C:22](=[O:23])[OH:24])[CH2:20][CH2:21]2)=[O:25])[CH2:10][CH2:11][CH2:12][CH2:13]1)[CH2:26][CH2:27][CH2:28][CH2:29][NH:30][C:31]([CH3:32])=[O:33])[OH:34]. Starting materials: [BH4-].[Na+] (NaBH4), FC1(CC(C1)C1=NC(=NO1)C=1C=CC(=C(C1)NC(=O)C1=CN=C2N1C=CC(=C2)C#C)C)F (N-(5-(5-(3,3-difluorocyclobutyl)-1,2,4-oxadiazol-3-yl)-2-methylphenyl)-7-ethynylimidazo[1,2-a]pyridine-3-carboxamide), N(=[N+]=[N-])CC(=O)OCC (ethyl 2-azidoacetate), O=C1C(O)=C([O-])[C@H](O1)[C@@H](O)CO.[Na+] (sodium ascorbate). Reagents/catalysts: [O-]S(=O)(=O)[O-].[Cu+2] (CuSO4). Solvent: CC(C)(C)O.O (tBuOH H2O), CO (MeOH). Conditions: time 8 hour. Product: FC1(CC(C1)C1=NC(=NO1)C=1C=CC(=C(C1)NC(=O)C1=CN=C2N1C=CC(=C2)C=2N=NN(C2)CCO)C)F (N-(5-(5-(3,3-difluorocyclobutyl)-1,2,4-oxadiazol-3-yl)-2-methylphenyl)-7-(1-(2-hydroxyethyl)-1H-1,2,3-triazol-4-yl)imidazo[1,2-a]pyridine-3-carboxamide). Reaction SMILES: [F:1][C:2]1([F:32])[CH2:5][CH:4]([C:6]2[O:10][N:9]=[C:8]([C:11]3[CH:12]=[CH:13][C:14]([CH3:31])=[C:15]([NH:17][C:18]([C:20]4[N:24]5[CH:25]=[CH:26][C:27]([C:29]#[CH:30])=[CH:28][C:23]5=[N:22][CH:21]=4)=[O:19])[CH:16]=3)[N:7]=2)[CH2:3]1.[N:33]([CH2:36][C:37](OCC)=[O:38])=[N+:34]=[N-:35].O=C1O[C@H]([C@H](CO)O)C([O-])=C1O.[Na+].[BH4-].[Na+]>CC(O)(C)C.O.CO.[O-]S([O-])(=O)=O.[Cu+2]>[F:32][C:2]1([F:1])[CH2:5][CH:4]([C:6]2[O:10][N:9]=[C:8]([C:11]3[CH:12]=[CH:13][C:14]([CH3:31])=[C:15]([NH:17][C:18]([C:20]4[N:24]5[CH:25]=[CH:26][C:27]([C:29]6[N:35]=[N:34][N:33]([CH2:36][CH2:37][OH:38])[CH:30]=6)=[CH:28][C:23]5=[N:22][CH:21]=4)=[O:19])[CH:16]=3)[N:7]=2)[CH2:3]1 |f:2.3,4.5,6.7,9.10|. Procedure: A mixture of N-(5-(5-(3,3-difluorocyclobutyl)-1,2,4-oxadiazol-3-yl)-2-methylphenyl)-7-ethynylimidazo[1,2-a]pyridine-3-carboxamide (53) (20 mg, 0.046 mmol), ethyl 2-azidoacetate (5.9 mg, 0.046 mmol), CuSO4(4 μL of 0.5M aqueous solution, 0.002 mmol) and sodium ascorbate (2.8 mg, 0.014 mmol) in tBuOH/H2O (1 mL, 2:1) was stirred at room temperature overnight. Then the reaction mixture was diluted and extracted with EtOAc. The organic layers were combined, dried over Na2SO4, filtered and concentrated... Starting materials: CC(=O)O, COc1cc(F)c(C(C)C)cc1-c1cc2c(cc1CN1C(=O)OC(c3cc(C(F)(F)F)cc(C(F)(F)F)c3)C1C)CN(C(=O)OCc1ccccc1)C2. Yields the product COc1cc(F)c(C(C)C)cc1-c1cc2c(cc1CN1C(=O)OC(c3cc(C(F)(F)F)cc(C(F)(F)F)c3)C1C)CNC2. RXN SMILES: [C:54]([OH:55])(=[O:56])[CH3:57].[F:1][C:2]([c:3]1[cH:4][c:5]([CH:13]2[CH:14]([CH3:51])[N:15]([CH2:19][c:20]3[cH:21][c:22]4[c:26]([cH:27][c:28]3-[c:29]3[c:30]([O:39][CH3:40])[cH:31][c:32]([F:38])[c:33]([CH:35]([CH3:36])[CH3:37])[cH:34]3)[CH2:25][N:24]([C:41]([O:42][CH2:43][c:44]3[cH:45][cH:46][cH:47][cH:48][cH:49]3)=[O:50])[CH2:23]4)[C:16](=[O:18])[O:17]2)[cH:6][c:7]([C:9]([F:10])([F:11])[F:12])[cH:8]1)([F:52])[F:53]>>[F:1][C:2]([c:3]1[cH:4][c:5]([CH:13]2[CH:14]([CH3:51])[N:15]([CH2:19][c:20]3[cH:21][c:22]4[c:26]([cH:27][c:28]3-[c:29]3[c:30]([O:39][CH3:40])[cH:31][c:32]([F:38])[c:33]([CH:35]([CH3:36])[CH3:37])[cH:34]3)[CH2:25][NH:24][CH2:23]4)[C:16](=[O:18])[O:17]2)[cH:6][c:7]([C:9]([F:10])([F:11])[F:12])[cH:8]1)([F:52])[F:53]. The reactants are CN(C)C=O, CS(=O)(=O)c1ccc(-c2cccn2-c2ccc(F)cc2)cc1, [Na+], [Na+], O=C([O-])[O-], O=P(Cl)(Cl)Cl. Product: CS(=O)(=O)c1ccc(-c2ccc(C=O)n2-c2ccc(F)cc2)cc1. Reaction SMILES: [CH3:34][N:35]([CH3:36])[CH:37]=[O:38].[F:1][c:2]1[cH:3][cH:4][c:5](-[n:8]2[c:9](-[c:13]3[cH:14][cH:15][c:16]([S:19](=[O:20])(=[O:21])[CH3:22])[cH:17][cH:18]3)[cH:10][cH:11][cH:12]2)[cH:6][cH:7]1.[Na+:28].[Na+:29].[O-:30][C:31](=[O:32])[O-:33].[P:23]([Cl:24])([Cl:25])([Cl:26])=[O:27]>>[F:1][c:2]1[cH:3][cH:4][c:5](-[n:8]2[c:9](-[c:13]3[cH:14][cH:15][c:16]([S:19](=[O:20])(=[O:21])[CH3:22])[cH:17][cH:18]3)[cH:10][cH:11][c:12]2[CH:31]=[O:30])[cH:6][cH:7]1. Starting materials: C(C)(=O)OCC (ethyl acetate), C(C=C)OC(=O)N1[C@@H](C[C@@H](C1)SC(C1=CC=CC=C1)(C1=CC=CC=C1)C1=CC=CC=C1)CC#N ((2R,4S)-1-allyloxycarbonyl-2-cyanomethyl-4-(triphenylmethylthio) pyrrolidine), C([O-])([O-])=O.[K+].[K+] (potassium carbonate), OO (hydrogen peroxide). The solvent is O (water), CS(=O)C (dimethyl sulfoxide). Reaction conditions: temperature 60 celsius, time 2 hour. Yields the product C(C=C)OC(=O)N1[C@@H](C[C@@H](C1)SC(C1=CC=CC=C1)(C1=CC=CC=C1)C1=CC=CC=C1)CC(N)=O ((2R,4S)-1-allyloxycarbonyl-2-carbamoylmethyl-4-(triphenylmethylthio)pyrrolidine). The yield is 528.3%. Reaction SMILES: [CH2:1]([O:4][C:5]([N:7]1[CH2:11][C@@H:10]([S:12][C:13]([C:26]2[CH:31]=[CH:30][CH:29]=[CH:28][CH:27]=2)([C:20]2[CH:25]=[CH:24][CH:23]=[CH:22][CH:21]=2)[C:14]2[CH:19]=[CH:18][CH:17]=[CH:16][CH:15]=2)[CH2:9][C@H:8]1[CH2:32][C:33]#[N:34])=[O:6])[CH:2]=[CH2:3].C(=O)([O-])[O-:36].[K+].[K+].OO.C(OCC)(=O)C>CS(C)=O.O>[CH2:1]([O:4][C:5]([N:7]1[CH2:11][C@@H:10]([S:12][C:13]([C:26]2[CH:27]=[CH:28][CH:29]=[CH:30][CH:31]=2)([C:20]2[CH:21]=[CH:22][CH:23]=[CH:24][CH:25]=2)[C:14]2[CH:19]=[CH:18][CH:17]=[CH:16][CH:15]=2)[CH2:9][C@H:8]1[CH2:32][C:33](=[O:36])[NH2:34])=[O:6])[CH:2]=[CH2:3] |f:1.2.3|. Procedure: To a solution of (2R,4S)-1-allyloxycarbonyl-2-cyanomethyl-4-(triphenylmethylthio) pyrrolidine (1.17 g) in dimethyl sulfoxide (3.75 ml) were added potassium carbonate (50 mg) and 30% hydrogen peroxide (313 μl). After stirring at 60° C. for 2 hours, the mixture was poured into a mixture of ethyl acetate and water. The separated organic layer was washed with aqueous sodium chloride solution twice, dried over magnesium sulfate and evaporated. The residue was subjected to column chromatography on sil... Reactants: NC1=NC=CC2=C1C=CN2C(=O)OCC2=CC=CC=C2 (benzyl 4-amino-1H-pyrrolo[3,2-c]pyridine-1-carboxylate), C(CC)(=O)Cl (propanoyl chloride). Yields the product N1C=CC=2C(=NC=CC21)NC(CC)=O (N-(1H-pyrrolo[3,2-c]pyridin-4-yl)propanamide). As a reaction SMILES: [NH2:1][C:2]1[C:7]2[CH:8]=[CH:9][N:10](C(OCC3C=CC=CC=3)=O)[C:6]=2[CH:5]=[CH:4][N:3]=1.[C:21](Cl)(=[O:24])[CH2:22][CH3:23]>>[NH:10]1[C:6]2[CH:5]=[CH:4][N:3]=[C:2]([NH:1][C:21](=[O:24])[CH2:22][CH3:23])[C:7]=2[CH:8]=[CH:9]1. Procedure details: N-(1H-pyrrolo[3,2-c]pyridin-4-yl)propanamide (Intermediate 26) was prepared from benzyl 4-amino-1H-pyrrolo[3,2-c]pyridine-1-carboxylate in an analogous manner using propanoyl chloride. Starting materials: C=CCCC(=O)CC(CC(=O)OCC)c1cnc(C)nc1, B1C2CCCC1CCC2, Nc1cc(Cl)nc(N)n1, [K+], [K+], O=C([O-])[O-], CC(=O)[O-], CC(=O)[O-], CN(C)C=O, [Pd+2]. Product: CCOC(=O)CC(CC(=O)CCCCc1cc(N)nc(N)n1)c1cnc(C)nc1. Reaction SMILES: [CH2:1]([CH3:2])[O:3][C:4]([CH2:5][CH:6]([CH2:7][C:8]([CH2:9][CH2:10][CH:11]=[CH2:12])=[O:13])[c:14]1[cH:15][n:16][c:17]([CH3:20])[n:18][cH:19]1)=[O:21].[CH:22]12[CH2:23][CH2:24][CH2:25][CH:26]([BH:27]1)[CH2:28][CH2:29][CH2:30]2.[Cl:31][c:32]1[cH:33][c:34]([NH2:39])[n:35][c:36]([NH2:38])[n:37]1.[K+:40].[K+:41].[O-:42][C:43]([O-:44])=[O:45].[O-:47][C:48]([CH3:49])=[O:50].[O-:51][C:52]([CH3:53])=[O:54].[O:55]=[CH:56][N:57]([CH3:58])[CH3:59].[Pd+2:46]>>[CH2:1]([CH3:2])[O:3][C:4]([CH2:5][CH:6]([CH2:7][C:8]([CH2:9][CH2:10][CH2:11][CH2:12][c:32]1[cH:33][c:34]([NH2:39])[n:35][c:36]([NH2:38])[n:37]1)=[O:13])[c:14]1[cH:15][n:16][c:17]([CH3:20])[n:18][cH:19]1)=[O:21]. Starting materials: C1(=CC=CC=C1)CCCC=CCCC(=O)[O-] (8-phenyl-4-octenoate), C(C)O (ethanol). Reagents/catalysts: [Pd] (palladium on carbon). Run at time 80 minute. Product: C1(=CC=CC=C1)CCCCCCCC(=O)OCC (ethyl 8-phenyloctanoate). As a reaction SMILES: [C:1]1([CH2:7][CH2:8][CH2:9][CH:10]=[CH:11][CH2:12][CH2:13][C:14]([O-:16])=[O:15])[CH:6]=[CH:5][CH:4]=[CH:3][CH:2]=1.[CH2:17](O)[CH3:18]>[Pd]>[C:1]1([CH2:7][CH2:8][CH2:9][CH2:10][CH2:11][CH2:12][CH2:13][C:14]([O:16][CH2:17][CH3:18])=[O:15])[CH:6]=[CH:5][CH:4]=[CH:3][CH:2]=1. Reported procedure: First, 831 mg of et - 8-phenyl-4-octenoate was dissolved in 17 ml of absolute ethanol, and after adding 83 mg of 5% palladium on carbon, the mixture was stirred under a hydrogen gas flow at a room temperature for 80 minutes. After filtering off the catalyst, the filtrate was evaporated to obtain 795 mg of ethyl 8-phenyloctanoate as a colorless liquid. The reactants are BrCCOC=1C=C(C=CC1)C1=NOC2=C1SC=C2 (3-[3-(2-bromo-ethoxy)-phenyl]-thieno[2,3-d]isoxazole), C([O-])([O-])=O.[K+].[K+] (potassium carbonate), COC1=C(CN)C=CC=C1 (2-methoxybenzylamine). The solvent is C(C)#N (acetonitrile). Conditions: temperature 75 celsius. The product is COC1=C(CNCCOC2=CC(=CC=C2)C2=NOC3=C2SC=C3)C=CC=C1 ((2-methoxy-benzyl)-[2-(3-thieno[2,3-d]isoxazol-3-yl-phenoxy)-ethyl]-amine). Yield: 89.9%. As a reaction SMILES: Br[CH2:2][CH2:3][O:4][C:5]1[CH:6]=[C:7]([C:11]2[C:15]3[S:16][CH:17]=[CH:18][C:14]=3[O:13][N:12]=2)[CH:8]=[CH:9][CH:10]=1.C(=O)([O-])[O-].[K+].[K+].[CH3:25][O:26][C:27]1[CH:34]=[CH:33][CH:32]=[CH:31][C:28]=1[CH2:29][NH2:30]>C(#N)C>[CH3:25][O:26][C:27]1[CH:34]=[CH:33][CH:32]=[CH:31][C:28]=1[CH2:29][NH:30][CH2:2][CH2:3][O:4][C:5]1[CH:10]=[CH:9][CH:8]=[C:7]([C:11]2[C:15]3[S:16][CH:17]=[CH:18][C:14]=3[O:13][N:12]=2)[CH:6]=1 |f:1.2.3|. Procedure: Mix 3-[3-(2-bromo-ethoxy)-phenyl]-thieno[2,3-d]isoxazole (0.324 g, 1 mmol), potassium carbonate (0.28 g, 2 mmol), 2-methoxybenzylamine (0.686 g, 5 mmol) and acetonitrile (anhydrous, 4 mL) and heat at 75° C. for 16.5 hours. Cool the reaction mixture and filter through a Waters Sep-Pak silica gel cartridge (1 g) using ethyl acetate. Combine the appropriate fractions and concentrate to give a residue. Purify the residue by column (10 g silica) chromatography using a step gradient of 60% ethyl aceta...